Dataset: the Open Reaction Database (ORD), a public repository of structured organic reaction records. Task: describe an organic reaction: reactants, conditions, products, and yield Reactants: CCN(CC)c1ccc(C(=O)c2c(Cl)c(Cl)c(Cl)c(Cl)c2C(=O)O)cc1, CCN(CC)c1cccc(N(CC)CC)c1, CC(=O)OC(C)=O, CO. Yields the product CCN(CC)c1ccc(C2(c3ccc(N(CC)CC)cc3N(CC)CC)OC(=O)c3c(Cl)c(Cl)c(Cl)c(Cl)c32)cc1. Reaction SMILES: [CH2:1]([CH3:2])[N:3]([c:4]1[cH:5][cH:6][c:7]([C:8](=[O:9])[c:10]2[c:11]([C:12](=[O:13])[OH:14])[c:15]([Cl:22])[c:16]([Cl:21])[c:17]([Cl:20])[c:18]2[Cl:19])[cH:23][cH:24]1)[CH2:25][CH3:26].[CH2:27]([CH3:28])[N:29]([c:30]1[cH:31][c:32]([N:36]([CH2:37][CH3:38])[CH2:39][CH3:40])[cH:33][cH:34][cH:35]1)[CH2:41][CH3:42].[CH3:43][C:44]([O:45][C:46](=[O:47])[CH3:48])=[O:49].[CH3:50][OH:51]>>[CH2:1]([CH3:2])[N:3]([c:4]1[cH:5][cH:6][c:7]([C:8]2([c:33]3[c:32]([N:36]([CH2:37][CH3:38])[CH2:39][CH3:40])[cH:31][c:30]([N:29]([CH2:27][CH3:28])[CH2:41][CH3:42])[cH:35][cH:34]3)[c:10]3[c:11]([c:15]([Cl:22])[c:16]([Cl:21])[c:17]([Cl:20])[c:18]3[Cl:19])[C:12](=[O:13])[O:14]2)[cH:23][cH:24]1)[CH2:25][CH3:26]. Starting materials: Cc1ccc(C(=O)NC2CC2)cc1-c1ccc2c(=O)n(Cc3ccccc3)ccc2c1, CN(C)C=O, O=P(Cl)(Cl)Cl. Yields the product Cc1ccc(C(=O)NC2CC2)cc1-c1ccc2c(=O)n(Cc3ccccc3)cc(C=O)c2c1. As a reaction SMILES: [CH2:6]([c:7]1[cH:8][cH:9][cH:10][cH:11][cH:12]1)[n:13]1[c:14](=[O:36])[c:15]2[cH:16][cH:17][c:18](-[c:23]3[cH:24][c:25]([C:26](=[O:27])[NH:28][CH:29]4[CH2:30][CH2:31]4)[cH:32][cH:33][c:34]3[CH3:35])[cH:19][c:20]2[cH:21][cH:22]1.[O:37]=[CH:38][N:39]([CH3:40])[CH3:41].[P:1]([Cl:2])([Cl:3])([Cl:4])=[O:5]>>[CH2:6]([c:7]1[cH:8][cH:9][cH:10][cH:11][cH:12]1)[n:13]1[c:14](=[O:36])[c:15]2[cH:16][cH:17][c:18](-[c:23]3[cH:24][c:25]([C:26](=[O:27])[NH:28][CH:29]4[CH2:30][CH2:31]4)[cH:32][cH:33][c:34]3[CH3:35])[cH:19][c:20]2[c:21]([CH:38]=[O:37])[cH:22]1. Reactants: C(C)(CCCCCCCCCCCCCC)C1=C(O)C=CC(=C1)O (2-sec-hexadecylhydroquinone), S(=O)(=O)(Cl)Cl (sulfuryl chloride). Solvent: C(Cl)Cl (methylene chloride). Run at time 30 minute. Yields the product ClC1=C(O)C=C(C(=C1)O)C(C)CCCCCCCCCCCCCC (2-chloro-5-sec-hexadecylhydroquinone). The yield is 73.2%. RXN SMILES: [CH:1]([C:17]1[CH:23]=[C:22]([OH:24])[CH:21]=[CH:20][C:18]=1[OH:19])([CH2:3][CH2:4][CH2:5][CH2:6][CH2:7][CH2:8][CH2:9][CH2:10][CH2:11][CH2:12][CH2:13][CH2:14][CH2:15][CH3:16])[CH3:2].S(Cl)([Cl:28])(=O)=O>C(Cl)Cl>[Cl:28][C:21]1[CH:20]=[C:18]([OH:19])[C:17]([CH:1]([CH2:3][CH2:4][CH2:5][CH2:6][CH2:7][CH2:8][CH2:9][CH2:10][CH2:11][CH2:12][CH2:13][CH2:14][CH2:15][CH3:16])[CH3:2])=[CH:23][C:22]=1[OH:24]. Procedure details: 33.5 g (0.1 mol)of 2-sec-hexadecylhydroquinone was dissolved in 300 ml of methylene chloride and to a resulting solution was added dropwise 8.1 ml (0.1 mol) of sulfuryl chloride with stirring at room temperature over a period of 30 minutes. After stirring for 6 hours at room temperature, the reaction mixture was allowed to stand overnight and extracted with ethyl acetate. The extract was washed three times with a 5% aqueous solution of sodium chloride, dried over magnesium sulfate, and concentra...